From a dataset of the Open Reaction Database (ORD), a public repository of structured organic reaction records. describe an organic reaction: reactants, conditions, products, and yield The reactants are CCCCCCC (heptane), S(=O)(Cl)Cl (thionyl chloride), C1(=CC=CC=C1)NC(NC1=C(C=C(CO)C=C1)OC)=O (4-(3-phenylureido)-3-methoxybenzyl alcohol), C1(=CC=CC=C1)N=C=O (phenyl isocyanate). Run in ClCCl (dichloromethane). Run at time 2 hour. Yields the product C1(=CC=CC=C1)NC(NC1=C(C=C(CCl)C=C1)OC)=O (4-(3-Phenylureido)-3-methoxybenzyl chloride). As a reaction SMILES: S(Cl)([Cl:3])=O.[C:5]1([NH:11][C:12](=[O:24])[NH:13][C:14]2[CH:21]=[CH:20][C:17]([CH2:18]O)=[CH:16][C:15]=2[O:22][CH3:23])[CH:10]=[CH:9][CH:8]=[CH:7][CH:6]=1.C1(N=C=O)C=CC=CC=1.CCCCCCC>ClCCl>[C:5]1([NH:11][C:12](=[O:24])[NH:13][C:14]2[CH:21]=[CH:20][C:17]([CH2:18][Cl:3])=[CH:16][C:15]=2[O:22][CH3:23])[CH:10]=[CH:9][CH:8]=[CH:7][CH:6]=1. Procedure details: 7.55 mL (103.4 mmol) of thionyl chloride were added dropwise to a suspension of 14.07 g (51.7 mmol) of 4-(3-phenylureido)-3-methoxybenzyl alcohol (prepared as described in Example 1, phenyl isocyanate being employed instead of 2-methylphenyl isocyanate) in 200 mL of dichloromethane. The mixture then was stirred at room temperature for 2 hours, allowed to stand overnight and poured onto 800 mL of heptane. The heptane was decanted off from the separated oil, the residue was suspended several times... Product: CN(C(OC(C)(C)C)=O)[C@H]1CNC[C@@H](C1)C (1,1-dimethylethyl methyl[(3R,5R)-5-methyl-3-piperidinyl]carbamate). The reactants are CN(C(OC(C)(C)C)=O)[C@H]1CN(C[C@@H](C1)C)CC1=CC=CC=C1 (1,1-dimethylethyl methyl[(3R,5R)-5-methyl-1-(phenylmethyl)-3-piperidinyl]carbamate). Procedure: Into a Parr shaker jar was added Pd/C Deguessa type (0.922 g, 0.433 mmol) followed by a solution of 1,1-dimethylethyl methyl[(3R,5R)-5-methyl-1-(phenylmethyl)-3-piperidinyl]carbamate (1.38 g, 4.33 mmol) in Ethanol (20 mL). The Parr shaker jar was then placed on to the Parr Shaker machine and flushed the jar with N2 then pressurized the jar with hydrogen to 30 psi. The reaction was let shake at room temperature overnight. The reaction was filtered and concentrated to isolate 860 mg of crude produ... Run in C(C)O (Ethanol). The yield is 87.0%. Reagents/catalysts: [Pd] (Pd/C). Reaction SMILES: [CH3:1][N:2]([C@@H:10]1[CH2:15][C@@H:14]([CH3:16])[CH2:13][N:12](CC2C=CC=CC=2)[CH2:11]1)[C:3](=[O:9])[O:4][C:5]([CH3:8])([CH3:7])[CH3:6]>C(O)C.[Pd]>[CH3:1][N:2]([C@@H:10]1[CH2:15][C@@H:14]([CH3:16])[CH2:13][NH:12][CH2:11]1)[C:3](=[O:9])[O:4][C:5]([CH3:8])([CH3:6])[CH3:7].